From a dataset of the Open Reaction Database (ORD), a public repository of structured organic reaction records. describe an organic reaction: reactants, conditions, products, and yield Starting materials: CCOC(=O)c1c(OCc2ccc(-c3ccccc3-c3nnn(C(c4ccccc4)(c4ccccc4)c4ccccc4)n3)cc2)cc(C)nc1C, Cl, C1COCCO1. Product: CCOC(=O)c1c(OCc2ccc(-c3ccccc3-c3nnn[nH]3)cc2)cc(C)nc1C, Cl. As a reaction SMILES: [CH3:2][c:3]1[n:4][c:5]([CH3:52])[cH:6][c:7]([O:14][CH2:15][c:16]2[cH:17][cH:18][c:19](-[c:22]3[c:23](-[c:28]4[n:29][n:30][n:31]([C:33]([c:34]5[cH:35][cH:36][cH:37][cH:38][cH:39]5)([c:40]5[cH:41][cH:42][cH:43][cH:44][cH:45]5)[c:46]5[cH:47][cH:48][cH:49][cH:50][cH:51]5)[n:32]4)[cH:24][cH:25][cH:26][cH:27]3)[cH:20][cH:21]2)[c:8]1[C:9](=[O:10])[O:11][CH2:12][CH3:13].[ClH:1].[O:53]1[CH2:54][CH2:55][O:56][CH2:57][CH2:58]1>>[CH3:2][c:3]1[n:4][c:5]([CH3:52])[cH:6][c:7]([O:14][CH2:15][c:16]2[cH:17][cH:18][c:19](-[c:22]3[c:23](-[c:28]4[n:29][n:30][n:31][nH:32]4)[cH:24][cH:25][cH:26][cH:27]3)[cH:20][cH:21]2)[c:8]1[C:9](=[O:10])[O:11][CH2:12][CH3:13].[ClH:1]. The reactants are CCOCC (Ether), CN(CCCN1N=C2C(C1C1=CC=CC=C1)CS(CC2=CC2=CC=CC=C2)(=O)=O)C (3a,4,6,7-Tetrahydro-N,N-dimethyl-3-phenyl-7-(phenylmethylene)thiopyrano[4,3-c]pyrazole-2(3H)-propanamine-5,5-dioxide), hydrogen chloride salt, Cl (hydrogen chloride). Run in C(C)C(=O)C (methyl ethyl ketone). Yields the product Cl.CN(CCCN1N=C2C(C1C1=CC=CC=C1)CS(CC2=CC2=CC=CC=C2)(=O)=O)C (3a,4,6,7-Tetrahydro-N,N-dimethyl-3-phenyl-7-(phenylmethylene)thiopyrano[4,3-c]pyrazole-2(3H)-propanamine-5,5-dioxide, hydrochloride). As a reaction SMILES: [CH3:1][N:2]([CH3:30])[CH2:3][CH2:4][CH2:5][N:6]1[CH:10]([C:11]2[CH:16]=[CH:15][CH:14]=[CH:13][CH:12]=2)[CH:9]2[CH2:17][S:18](=[O:29])(=[O:28])[CH2:19][C:20](=[CH:21][C:22]3[CH:27]=[CH:26][CH:25]=[CH:24][CH:23]=3)[C:8]2=[N:7]1.[ClH:31].CCOCC>C(C(C)=O)C>[ClH:31].[CH3:30][N:2]([CH3:1])[CH2:3][CH2:4][CH2:5][N:6]1[CH:10]([C:11]2[CH:16]=[CH:15][CH:14]=[CH:13][CH:12]=2)[CH:9]2[CH2:17][S:18](=[O:29])(=[O:28])[CH2:19][C:20](=[CH:21][C:22]3[CH:23]=[CH:24][CH:25]=[CH:26][CH:27]=3)[C:8]2=[N:7]1 |f:4.5|. Procedure: 3a,4,6,7-Tetrahydro-N,N-dimethyl-3-phenyl-7-(phenylmethylene)thiopyrano[4,3-c]pyrazole-2(3H)-propanamine-5,5-dioxide (3.4g) is dissolved in 25ml of warm methyl ethyl ketone, cooled and treated with 1.35ml of 6.1N alcoholic hydrogen chloride. On seeding and rubbing, the crystalline hydrogen chloride salt separates. Ether is added to complete the precipitation and after cooling for about 16 hours the solid is filtered, washed with ether and dried in vacuo to give 3.5g of material, melting point 18... The reactants are ClC1=CC=2C3=C(NC2C=C1)CCN(C3)C (8-chloro-2,3,4,5-tetrahydro-2-methyl-1H-pyrido[4,3-b]indole), FC=1C=NC=C(C1)C=C (3-fluoro-5-vinylpyridine), [OH-].[K+] (KOH). Run in CN1CCCC1=O (NMP). The product is ClC1=CC=2C3=C(N(C2C=C1)CCC=1C=NC=C(C1)F)CCN(C3)C (8-chloro-5-(2-(5-fluoropyridin-3-yl)ethyl)-2,3,4,5-tetrahydro-2-methyl-1H-pyrido[4,3-b]indole). RXN SMILES: [Cl:1][C:2]1[CH:10]=[CH:9][C:8]2[NH:7][C:6]3[CH2:11][CH2:12][N:13]([CH3:15])[CH2:14][C:5]=3[C:4]=2[CH:3]=1.[F:16][C:17]1[CH:18]=[N:19][CH:20]=[C:21]([CH:23]=[CH2:24])[CH:22]=1.[OH-].[K+]>CN1C(=O)CCC1>[Cl:1][C:2]1[CH:10]=[CH:9][C:8]2[N:7]([CH2:24][CH2:23][C:21]3[CH:20]=[N:19][CH:18]=[C:17]([F:16])[CH:22]=3)[C:6]3[CH2:11][CH2:12][N:13]([CH3:15])[CH2:14][C:5]=3[C:4]=2[CH:3]=1 |f:2.3|. Procedure: The title compound is prepared from a mixture of 8-chloro-2,3,4,5-tetrahydro-2-methyl-1H-pyrido[4,3-b]indole, 3-fluoro-5-vinylpyridine and KOH (5-7 equiv) in NMP at a temperature ranging between 25 deg C. to 100 deg C. The product obtained is isolated by preparative HPLC. Starting materials: C(C)C1=CC=C(C=C1)C=1SC=CC1CO ((2-(4-ethylphenyl)thiophen-3-yl)methanol), OC1=C(C=C(C=C1F)CCC(=O)OCC)F (ethyl 3-(4-hydroxy-3,5-difluoro phenyl)propanoate), C(C)C1=CC=C(C=C1)C=1SC=CC1COC1=C(C=C(C=C1F)CCC(=O)OCC)F (ethyl 3-(4-((2-(4-ethylphenyl)thiophen-3-yl)methoxy)-3,5-difluorophenyl)propanoate). Product: C(C)C1=CC=C(C=C1)C=1SC=CC1COC1=C(C=C(C=C1F)CCC(=O)O)F (3-(4-((2-(4-ethylphenyl)thiophen-3-yl)methoxy)-3,5-difluorophenyl)propanoic acid). RXN SMILES: C(C1C=CC(C2SC=CC=2CO)=CC=1)C.OC1C(F)=CC(CCC(OCC)=O)=CC=1F.[CH2:32]([C:34]1[CH:39]=[CH:38][C:37]([C:40]2[S:41][CH:42]=[CH:43][C:44]=2[CH2:45][O:46][C:47]2[C:52]([F:53])=[CH:51][C:50]([CH2:54][CH2:55][C:56]([O:58]CC)=[O:57])=[CH:49][C:48]=2[F:61])=[CH:36][CH:35]=1)[CH3:33]>>[CH2:32]([C:34]1[CH:39]=[CH:38][C:37]([C:40]2[S:41][CH:42]=[CH:43][C:44]=2[CH2:45][O:46][C:47]2[C:52]([F:53])=[CH:51][C:50]([CH2:54][CH2:55][C:56]([OH:58])=[O:57])=[CH:49][C:48]=2[F:61])=[CH:36][CH:35]=1)[CH3:33]. Procedure details: The title compound was prepared according to the procedure described in Example 207 by coupling of (2-(4-ethylphenyl)thiophen-3-yl)methanol and ethyl 3-(4-hydroxy-3,5-difluoro phenyl)propanoate followed by hydrolysis of ethyl 3-(4-((2-(4-ethylphenyl)thiophen-3-yl)methoxy)-3,5-difluorophenyl)propanoate to afford the desired product as an off-white solid. 1H NMR (400 MHz, CDCl3) δ 7.49 (d, J=6.5 Hz, 2H), 7.28 (m, 3H), 7.20 (m, 1H), 6.76 (d, J=6.5 Hz, 2H), 5.05 (s, 2H), 2.88 (t, J=6.0 Hz, 2H), 2.70... Starting materials: ClC1=CC=C2C(=N1)N(S(N2CC2C(C2)(F)F)(=O)=O)C (5-chloro-1-[(2,2-difluorocyclopropyl)methyl]-3-methyl-1,3-dihydro[1,2,5]thiadiazolo[3,4-b]pyridine 2,2-dioxide), COC=1C=CC=C(C1C=2C=CC=CC2P(C3CCCCC3)C4CCCCC4)OC (S-Phos), C(C)OC(=O)C=1C(=C(C=CC1)B(O)O)F ([3-(ethoxycarbonyl)-2-fluorophenyl]boronic acid), P(=O)([O-])([O-])[O-].[K+].[K+].[K+] (tripotassium phosphate). The reagents and catalysts are C(C)(=O)[O-].[Pd+2].C(C)(=O)[O-] (palladium(II) acetate). Run in C1CCOC1 (THF), CCOC(=O)C (EtOAc), O (water). Conditions: temperature 75 celsius. Product: FC1(C(C1)CN1S(N(C2=NC(=CC=C21)C=2C(=C(C(=O)OCC)C=CC2)F)C)(=O)=O)F (Ethyl 3-{1-[(2,2-difluorocyclopropyl)methyl]-3-methyl-2,2-dioxido-1,3-dihydro[1,2,5]thiadiazolo[3,4-b]pyridin-5-yl}-2-fluorobenzoate). As a reaction SMILES: Cl[C:2]1[N:7]=[C:6]2[N:8]([CH3:19])[S:9](=[O:18])(=[O:17])[N:10]([CH2:11][CH:12]3[CH2:14][C:13]3([F:16])[F:15])[C:5]2=[CH:4][CH:3]=1.[CH2:20]([O:22][C:23]([C:25]1[C:26]([F:34])=[C:27](B(O)O)[CH:28]=[CH:29][CH:30]=1)=[O:24])[CH3:21].P([O-])([O-])([O-])=O.[K+].[K+].[K+].COC1C=CC=C(OC)C=1C1C=CC=CC=1P(C1CCCCC1)C1CCCCC1>C1COCC1.O.CCOC(C)=O.C([O-])(=O)C.[Pd+2].C([O-])(=O)C>[F:15][C:13]1([F:16])[CH2:14][CH:12]1[CH2:11][N:10]1[C:5]2[C:6](=[N:7][C:2]([C:27]3[C:26]([F:34])=[C:25]([CH:30]=[CH:29][CH:28]=3)[C:23]([O:22][CH2:20][CH3:21])=[O:24])=[CH:3][CH:4]=2)[N:8]([CH3:19])[S:9]1(=[O:18])=[O:17] |f:2.3.4.5,10.11.12|. Procedure details: 5-chloro-1-[(2,2-difluorocyclopropyl)methyl]-3-methyl-1,3-dihydro[1,2,5]thiadiazolo[3,4-b]pyridine 2,2-dioxide (29-1) (2.2 g, 7.1 mmol, 1.0 eq), [3-(ethoxycarbonyl)-2-fluorophenyl]boronic acid (3.0 g, 14 mmol, 2.0 eq), tripotassium phosphate (3.0 g, 14.2 mmol, 2.0 eq), S-Phos (0.29 g, 0.71 mmol, 0.1 eq), and palladium(II) acetate (0.080 mg, 0.36 mmol, 0.05 eq) were combined in THF (15 mL) and water (2 mL). The resulting mixture was heated at 75° C. for 14 hours. The reaction mixture was allowed ...